Task: describe an organic reaction: reactants, conditions, products, and yield. Dataset: the Open Reaction Database (ORD), a public repository of structured organic reaction records Reactants: C(C)[SiH](CC)CC (triethylsilane), FC(C(=O)O)(F)F (trifluoroacetic acid), COC(CN1C(=CC2=CC(=CC=C12)F)C)=O ((5-fluoro-2-methylindol-1-yl)acetic acid methyl ester), ClC1=C(C=CC=C1)S(=O)(=O)C1=NC=CC=C1C=O (2-(2-chlorobenzenesulfonyl)-pyridine-3-carbaldehyde). Solvent: ClCCCl (1,2-dichloroethane), ClCCl (dichloromethane), ClCCCl (1,2-dichloroethane). Reaction conditions: temperature -10 celsius, time 15 minute. The product is COC(CN1C(=C(C2=CC(=CC=C12)F)CC=1C(=NC=CC1)S(=O)(=O)C1=C(C=CC=C1)Cl)C)=O ({5-fluoro-3-[2-(2-chlorobenzenesulfonyl)pyridine-3-ylmethyl]-2-methylindol-1-yl}acetic acid methyl ester). Yield: 71.5%. Reaction SMILES: C([SiH](CC)CC)C.FC(F)(F)C(O)=O.[CH3:15][O:16][C:17](=[O:30])[CH2:18][N:19]1[C:27]2[C:22](=[CH:23][C:24]([F:28])=[CH:25][CH:26]=2)[CH:21]=[C:20]1[CH3:29].[Cl:31][C:32]1[CH:37]=[CH:36][CH:35]=[CH:34][C:33]=1[S:38]([C:41]1[C:46]([CH:47]=O)=[CH:45][CH:44]=[CH:43][N:42]=1)(=[O:40])=[O:39]>ClCCl.ClCCCl>[CH3:15][O:16][C:17](=[O:30])[CH2:18][N:19]1[C:27]2[C:22](=[CH:23][C:24]([F:28])=[CH:25][CH:26]=2)[C:21]([CH2:47][C:46]2[C:41]([S:38]([C:33]3[CH:34]=[CH:35][CH:36]=[CH:37][C:32]=3[Cl:31])(=[O:40])=[O:39])=[N:42][CH:43]=[CH:44][CH:45]=2)=[C:20]1[CH3:29]. Procedure: A mixture of triethylsilane (0.76 mL), trifluoroacetic acid (0.61 mL) and 1,2-dichloroethane (3.0 mL) at −10° C. was treated dropwise with a mixture of (5-fluoro-2-methylindol-1-yl)acetic acid methyl ester (0.070 g), 2-(2-chlorobenzenesulfonyl)-pyridine-3-carbaldehyde (0.089 g) and 1,2-dichloroethane (6.0 mL), and the resulting mixture was stirred at −10° C. for 15 minutes and then at room temperature for 4 hours. The mixture was diluted with dichloromethane, washed with saturated aqueous sodium...